This data is from the Open Reaction Database (ORD), a public repository of structured organic reaction records. The task is: describe an organic reaction: reactants, conditions, products, and yield The reactants are CCc1nc2cc3c(cc2[n+]([O-])n1)CC(CO[Si](C)(C)C(C)(C)C)C3, CO, Cl. The product is CCc1nc2cc3c(cc2[n+]([O-])n1)CC(CO)C3. As a reaction SMILES: [C:1]([Si:2]([CH3:3])([CH3:4])[O:6][CH2:7][CH:8]1[CH2:9][c:10]2[cH:11][c:12]3[c:13]([n:14][c:15]([CH2:19][CH3:20])[n:16][n+:17]3[O-:18])[cH:21][c:22]2[CH2:23]1)([CH3:5])([CH3:24])[CH3:25].[CH3:27][OH:28].[ClH:26]>>[OH:6][CH2:7][CH:8]1[CH2:9][c:10]2[cH:11][c:12]3[c:13]([n:14][c:15]([CH2:19][CH3:20])[n:16][n+:17]3[O-:18])[cH:21][c:22]2[CH2:23]1. The reactants are ONC(C1=CC=C(C=C1)S(N)(=O)=O)=N (N-hydroxy-4-sulfamoyl-benzamidine), C(C)OC=1C=C(C=CC1C(F)(F)F)C1=NC(=NC(=C1)C(F)(F)F)C(=O)O (4-(3-ethoxy-4-trifluoromethyl-phenyl)-6-trifluoromethyl-pyrimidine-2-carboxylic acid). Yields the product C(C)OC=1C=C(C=CC1C(F)(F)F)C1=NC(=NC(=C1)C(F)(F)F)C1=NC(=NO1)C1=CC=C(C=C1)S(=O)(=O)N (4-{5-[4-(3-Ethoxy-4-trifluoromethyl-phenyl)-6-trifluoromethyl-pyrimidin-2-yl]-[1,2,4]oxadiazol-3-yl}-benzenesulfonamide), solid. Yield: 41.0%. As a reaction SMILES: [OH:1][NH:2][C:3](=[NH:14])[C:4]1[CH:9]=[CH:8][C:7]([S:10](=[O:13])(=[O:12])[NH2:11])=[CH:6][CH:5]=1.[CH2:15]([O:17][C:18]1[CH:19]=[C:20]([C:28]2[CH:33]=[C:32]([C:34]([F:37])([F:36])[F:35])[N:31]=[C:30]([C:38](O)=O)[N:29]=2)[CH:21]=[CH:22][C:23]=1[C:24]([F:27])([F:26])[F:25])[CH3:16]>>[CH2:15]([O:17][C:18]1[CH:19]=[C:20]([C:28]2[CH:33]=[C:32]([C:34]([F:36])([F:37])[F:35])[N:31]=[C:30]([C:38]3[O:1][N:2]=[C:3]([C:4]4[CH:9]=[CH:8][C:7]([S:10]([NH2:11])(=[O:12])=[O:13])=[CH:6][CH:5]=4)[N:14]=3)[N:29]=2)[CH:21]=[CH:22][C:23]=1[C:24]([F:25])([F:26])[F:27])[CH3:16]. Reported procedure: The title compound was prepared from N-hydroxy-4-sulfamoyl-benzamidine [CAS-No. 4476-10-2] (0.16 g, 0.75 mmol) and 4-(3-ethoxy-4-trifluoromethyl-phenyl)-6-trifluoromethyl-pyrimidine-2-carboxylic acid (example D.4) (0.19 g, 0.5 mmol) according to the general procedure V. Obtained as a light yellow solid (0.114 g, 41%). MS (ISP) 560.2 [(M+H)+]; mp 250.5° C.